Dataset: the Open Reaction Database (ORD), a public repository of structured organic reaction records. Task: describe an organic reaction: reactants, conditions, products, and yield Reactants: O=C(O)c1nn2c(c1OCc1ccccc1)C(=O)N(Cc1ccc(F)cc1)CC2, NCCN1CCOCC1, O=C([O-])C(F)(F)F. Yields the product O=C(NCCN1CCOCC1)c1nn2c(c1OCc1ccccc1)C(=O)N(Cc1ccc(F)cc1)CC2. RXN SMILES: [CH2:8]([c:9]1[cH:10][cH:11][cH:12][cH:13][cH:14]1)[O:15][c:16]1[c:17]([C:34](=[O:35])[OH:36])[n:18][n:19]2[c:20]1[C:21](=[O:33])[N:22]([CH2:25][c:26]1[cH:27][cH:28][c:29]([F:32])[cH:30][cH:31]1)[CH2:23][CH2:24]2.[NH2:37][CH2:38][CH2:39][N:40]1[CH2:41][CH2:42][O:43][CH2:44][CH2:45]1.[O-:1][C:2]([C:3]([F:4])([F:5])[F:6])=[O:7]>>[CH2:8]([c:9]1[cH:10][cH:11][cH:12][cH:13][cH:14]1)[O:15][c:16]1[c:17]([C:34](=[O:36])[NH:37][CH2:38][CH2:39][N:40]2[CH2:41][CH2:42][O:43][CH2:44][CH2:45]2)[n:18][n:19]2[c:20]1[C:21](=[O:33])[N:22]([CH2:25][c:26]1[cH:27][cH:28][c:29]([F:32])[cH:30][cH:31]1)[CH2:23][CH2:24]2. Starting materials: ClCCl, Cc1ccc(C(=O)O)cc1-n1cnc2ccc(N3CCN(C)CC3)cc2c1=O, Nc1ccno1, CN(C)C=O, O=S(Cl)Cl, c1ccncc1. Yields the product Cc1ccc(C(=O)Nc2ccno2)cc1-n1cnc2ccc(N3CCN(C)CC3)cc2c1=O. As a reaction SMILES: [CH2:44]([Cl:45])[Cl:46].[CH3:1][c:2]1[c:3](-[n:11]2[cH:12][n:13][c:14]3[cH:15][cH:16][c:17]([N:22]4[CH2:23][CH2:24][N:25]([CH3:28])[CH2:26][CH2:27]4)[cH:18][c:19]3[c:20]2=[O:21])[cH:4][c:5]([C:6](=[O:7])[OH:8])[cH:9][cH:10]1.[NH2:38][c:39]1[cH:40][cH:41][n:42][o:43]1.[O:29]=[CH:30][N:31]([CH3:32])[CH3:33].[S:34]([Cl:35])([Cl:36])=[O:37].[cH:47]1[cH:48][cH:49][n:50][cH:51][cH:52]1>>[CH3:1][c:2]1[c:3](-[n:11]2[cH:12][n:13][c:14]3[cH:15][cH:16][c:17]([N:22]4[CH2:23][CH2:24][N:25]([CH3:28])[CH2:26][CH2:27]4)[cH:18][c:19]3[c:20]2=[O:21])[cH:4][c:5]([C:6](=[O:8])[NH:38][c:39]2[cH:40][cH:41][n:42][o:43]2)[cH:9][cH:10]1. Starting materials: CC(=O)OC(C)=O, CCOC(=O)C(O)c1ccc(Cl)c([N+](=O)[O-])c1, c1ccncc1. The product is CCOC(=O)C(OC(C)=O)c1ccc(Cl)c([N+](=O)[O-])c1. Reaction SMILES: [CH3:18][C:19](=[O:20])[O:21][C:22](=[O:23])[CH3:24].[Cl:1][c:2]1[c:3]([N+:15](=[O:16])[O-:17])[cH:4][c:5]([CH:8]([C:9](=[O:10])[O:11][CH2:12][CH3:13])[OH:14])[cH:6][cH:7]1.[cH:25]1[cH:26][cH:27][n:28][cH:29][cH:30]1>>[Cl:1][c:2]1[c:3]([N+:15](=[O:16])[O-:17])[cH:4][c:5]([CH:8]([C:9](=[O:10])[O:11][CH2:12][CH3:13])[O:14][C:19]([CH3:18])=[O:20])[cH:6][cH:7]1. Starting materials: CC#N, CCN(C(C)C)C(C)C, O=C(O)c1cc(-n2cnnn2)ccc1Cl, COC(=O)C1CCC(N)C1c1ccc(F)cc1. Product: COC(=O)C1CCC(NCc2cc(-n3cnnn3)ccc2Cl)C1c1ccc(F)cc1. As a reaction SMILES: [CH3:42][C:43]#[N:44].[CH:33]([N:34]([CH2:35][CH3:36])[CH:37]([CH3:38])[CH3:39])([CH3:40])[CH3:41].[Cl:18][c:19]1[c:20]([C:21]([OH:22])=[O:23])[cH:24][c:25](-[n:28]2[n:29][n:30][n:31][cH:32]2)[cH:26][cH:27]1.[NH2:1][CH:2]1[CH:3]([c:11]2[cH:12][cH:13][c:14]([F:17])[cH:15][cH:16]2)[CH:4]([C:7](=[O:8])[O:9][CH3:10])[CH2:5][CH2:6]1>>[NH:1]([CH:2]1[CH:3]([c:11]2[cH:12][cH:13][c:14]([F:17])[cH:15][cH:16]2)[CH:4]([C:7](=[O:8])[O:9][CH3:10])[CH2:5][CH2:6]1)[CH2:21][c:20]1[c:19]([Cl:18])[cH:27][cH:26][c:25](-[n:28]2[n:29][n:30][n:31][cH:32]2)[cH:24]1. The reactants are N#CCBr, C1CCOC1, CC(=O)CS(=O)(=O)c1ccc(Cl)cc1, [H-], [Na+]. Yields the product CC(=O)C(CC#N)S(=O)(=O)c1ccc(Cl)cc1. RXN SMILES: [Br:17][CH2:18][C:19]#[N:20].[CH2:21]1[O:22][CH2:23][CH2:24][CH2:25]1.[Cl:3][c:4]1[cH:5][cH:6][c:7]([S:10](=[O:11])(=[O:12])[CH2:13][C:14]([CH3:15])=[O:16])[cH:8][cH:9]1.[H-:1].[Na+:2]>>[Cl:3][c:4]1[cH:5][cH:6][c:7]([S:10](=[O:11])(=[O:12])[CH:13]([C:14]([CH3:15])=[O:16])[CH2:18][C:19]#[N:20])[cH:8][cH:9]1. Reactants: O=C([O-])[O-], Clc1ccc(CBr)cc1, [K+], [K+], CN(C)C=O, O, COC(=O)c1ccc(CNC(=O)c2nc3ccccc3[nH]2)cc1. As a reaction SMILES: [C:24](=[O:25])([O-:26])[O-:27].[Cl:35][c:36]1[cH:37][cH:38][c:39]([CH2:40][Br:41])[cH:42][cH:43]1.[K+:28].[K+:29].[O:30]=[CH:31][N:32]([CH3:33])[CH3:34].[OH2:44].[nH:1]1[c:2]([C:10](=[O:11])[NH:12][CH2:13][c:14]2[cH:15][cH:16][c:17]([C:18](=[O:19])[O:20][CH3:21])[cH:22][cH:23]2)[n:3][c:4]2[c:5]1[cH:6][cH:7][cH:8][cH:9]2>>[n:1]1([CH2:40][c:39]2[cH:38][cH:37][c:36]([Cl:35])[cH:43][cH:42]2)[c:2]([C:10](=[O:11])[NH:12][CH2:13][c:14]2[cH:15][cH:16][c:17]([C:18](=[O:19])[O:20][CH3:21])[cH:22][cH:23]2)[n:3][c:4]2[c:5]1[cH:6][cH:7][cH:8][cH:9]2. Yields the product COC(=O)c1ccc(CNC(=O)c2nc3ccccc3n2Cc2ccc(Cl)cc2)cc1. The reactants are Cl.COC(CN)=O (glycine methyl ester hydrochloride), BrCC=CCP(OCC)(OCC)=O (diethyl (4-bromo-2-butenyl)phosphonate). The solvent is CO (methanol), C(C)N(CC)CC (triethylamine). The product is C(C)OP(=O)(C/C=C/CNCC(=O)OC)OCC ((E)-Methyl N-[4-(diethoxyphosphinyl)-2-butenyl]glycinate). Yield: 34.0%. RXN SMILES: Cl.[CH3:2][O:3][C:4](=[O:7])[CH2:5][NH2:6].Br[CH2:9][CH:10]=[CH:11][CH2:12][P:13](=[O:20])([O:17][CH2:18][CH3:19])[O:14][CH2:15][CH3:16]>CO.C(N(CC)CC)C>[CH2:18]([O:17][P:13]([O:14][CH2:15][CH3:16])([CH2:12]/[CH:11]=[CH:10]/[CH2:9][NH:6][CH2:5][C:4]([O:3][CH3:2])=[O:7])=[O:20])[CH3:19] |f:0.1|. Reported procedure: A solution of glycine methyl ester hydrochloride (1.6 g, 12.7 mmol) and diethyl (4-bromo-2-butenyl)phosphonate (Example E) (3.14 g, 11.6 mmol) in methanol and triethylamine (5 ml) is heated at reflux for 16 hours. The solvent is removed in vacuo and the residue dissolved in water and extracted with chloroform (2×70 ml). The organic layer is dried over magnesium sulfate, filtered and evaporated. The residue is purified over silica gel (0-2.5% methanol in chloroform as eluant) to give 1.1 g of a c... The yield is 25.7%. Product: CC=1C=C(C=CC1COC1=CC=C(C(=O)NCCC(=O)O)C=C1)C1=CC=CC=C1 (3-[4-(3-Methyl-biphenyl-4-ylmethoxy)-benzoylamino]-propionic acid). Reaction SMILES: C[O:2][C:3](=[O:30])[CH2:4][CH2:5][NH:6][C:7](=[O:29])[C:8]1[CH:13]=[CH:12][C:11]([O:14][CH2:15][C:16]2[CH:21]=[CH:20][C:19]([C:22]3[CH:27]=[CH:26][CH:25]=[CH:24][CH:23]=3)=[CH:18][C:17]=2[CH3:28])=[CH:10][CH:9]=1.[OH-].[Na+].Cl>C1COCC1>[CH3:28][C:17]1[CH:18]=[C:19]([C:22]2[CH:27]=[CH:26][CH:25]=[CH:24][CH:23]=2)[CH:20]=[CH:21][C:16]=1[CH2:15][O:14][C:11]1[CH:10]=[CH:9][C:8]([C:7]([NH:6][CH2:5][CH2:4][C:3]([OH:30])=[O:2])=[O:29])=[CH:13][CH:12]=1 |f:1.2|. Run at temperature 70 celsius. Starting materials: COC(CCNC(C1=CC=C(C=C1)OCC1=C(C=C(C=C1)C1=CC=CC=C1)C)=O)=O (3-[4-(3-methyl-biphenyl-4-ylmethoxy)-benzoylamino]-propionic acid methyl ester), [OH-].[Na+] (NaOH), Cl (HCl). Procedure: A mixture of 3-[4-(3-methyl-biphenyl-4-ylmethoxy)-benzoylamino]-propionic acid methyl ester (0.17 g, 0.42 mmol) and 5M NaOH (2 mL) in THF (4 mL) is heated at 70° C. for 5 h. The mixture is acidified with 5M HCl, and extracted with EtOAc. The organics are washed with water and brine, and dried with MgSO4 to yield the title compound (42 mg, 26%). MS (ES): 390 (M+). The structure is also confirmed by 1H NMR. Run in C1CCOC1 (THF).